From a dataset of the Open Reaction Database (ORD), a public repository of structured organic reaction records. describe an organic reaction: reactants, conditions, products, and yield The reactants are S(=O)(Cl)Cl (thionyl chloride), C(=O)(OCC1=CC=CC=C1)NC(C)C(=O)O (carbobenzoxy-DL-alanine), NC1=C(C(=O)C2=C(C=CC=C2)F)C=C(C=C1)[N+](=O)[O-] (2-amino-5-nitro-2'-fluorobenzophenone). Run in O1CCCC1 (tetrahydrofuran), O1CCCC1 (tetrahydrofuran). Reaction conditions: time 40 minute. Yields the product C(C1=CC=CC=C1)OC(NC(C)C(NC1=C(C=C(C=C1)[N+](=O)[O-])C(C1=C(C=CC=C1)F)=O)=O)=O (rac-benzyl-{1-[[2-(o-fluorobenzoyl)-4-nitrophenyl]carbamoyl]ethyl}-carbamate). RXN SMILES: [C:1]([NH:11][CH:12]([C:14]([OH:16])=O)[CH3:13])([O:3][CH2:4][C:5]1[CH:10]=[CH:9][CH:8]=[CH:7][CH:6]=1)=[O:2].S(Cl)(Cl)=O.[NH2:21][C:22]1[CH:36]=[CH:35][C:34]([N+:37]([O-:39])=[O:38])=[CH:33][C:23]=1[C:24]([C:26]1[CH:31]=[CH:30][CH:29]=[CH:28][C:27]=1[F:32])=[O:25]>O1CCCC1>[CH2:4]([O:3][C:1](=[O:2])[NH:11][CH:12]([C:14](=[O:16])[NH:21][C:22]1[CH:36]=[CH:35][C:34]([N+:37]([O-:39])=[O:38])=[CH:33][C:23]=1[C:24](=[O:25])[C:26]1[CH:31]=[CH:30][CH:29]=[CH:28][C:27]=1[F:32])[CH3:13])[C:5]1[CH:6]=[CH:7][CH:8]=[CH:9][CH:10]=1. Procedure details: 50 g of carbobenzoxy-DL-alanine are dissolved in 400 ml of absolute tetrahydrofuran, treated dropwise while cooling with ice with 30 g of thionyl chloride and stirred for 40 minutes, a suspension of 50 g of 2-amino-5-nitro-2'-fluorobenzophenone in 200 ml of absolute tetrahydrofuran then being rapidly added dropwise. Subsequently, the mixture is stirred at room temperature for 18 hours, the solution is concentrated and the residue is treated with ice and 10% sodium bicarbonate solution. The mixtu...